From a dataset of the Open Reaction Database (ORD), a public repository of structured organic reaction records. describe an organic reaction: reactants, conditions, products, and yield Procedure: A mixture of 4-acetylpyridine (25 ml, 226.0 mmol) and bis(dimethylamino)methoxymethane (44 ml, 293.8 mmol) was heated at 85° C. for 30 min followed by evaporation to dryness to recover a solid of 3-(dimethylamino)-1-(4-pyridyl)-3-propen-1-one. Its ethanolic solution (200 ml) was transferred into ethanolic 1.13 N sodium ethoxide (200 ml) containing urea (16.3 g, 271 mmol). The mixture was heated to reflux overnight, then cooled down to ice-bath temperature. The precipitate was filtered, dissolved... As a reaction SMILES: [C:1]([C:4]1[CH:9]=[CH:8][N:7]=[CH:6][CH:5]=1)(=O)[CH3:2].[CH3:10][N:11]([CH:13]([N:16](C)C)[O:14]C)C.NC(N)=O>>[N:7]1[CH:8]=[CH:9][C:4]([C:1]2[CH:2]=[CH:10][NH:11][C:13](=[O:14])[N:16]=2)=[CH:5][CH:6]=1. Reaction conditions: temperature 85 celsius. Reactants: C(C)(=O)C1=CC=NC=C1 (4-acetylpyridine), CN(C)C(OC)N(C)C (bis(dimethylamino)methoxymethane), NC(=O)N (urea). Yields the product N1=CC=C(C=C1)C1=NC(NC=C1)=O (4-(4-Pyridyl)-2(1H)-pyrimidinone). Reactants: OC(CN1N=CC2=C1NC(NC2=O)=S)C2=CC=CC=C2 (1-(2-Hydroxy-2-phenylethyl)-6-thioxo-1,5,6,7-tetrahydro-4H-pyrazolo[3,4-d]pyrimidin-4-one), CI (methyl iodide). The solvent is C1CCOC1 (THF). Product: OC(CN1N=CC2=C1N=C(NC2=O)SC)C2=CC=CC=C2 (1-(2-Hydroxy-2-phenylethyl)-6-(methylthio)-1,5-dihydro-4H-pyrazolo[3,4-d]pyrimidin-4-one). Isolated yield 71.8%. As a reaction SMILES: [OH:1][CH:2]([C:15]1[CH:20]=[CH:19][CH:18]=[CH:17][CH:16]=1)[CH2:3][N:4]1[C:8]2[NH:9][C:10](=[S:14])[NH:11][C:12](=[O:13])[C:7]=2[CH:6]=[N:5]1.[CH3:21]I>C1COCC1>[OH:1][CH:2]([C:15]1[CH:20]=[CH:19][CH:18]=[CH:17][CH:16]=1)[CH2:3][N:4]1[C:8]2[N:9]=[C:10]([S:14][CH3:21])[NH:11][C:12](=[O:13])[C:7]=2[CH:6]=[N:5]1. Procedure: A solution of 7 (2.88 g, 10 mmol) and methyl iodide (7.10 g, 50 mmol) in anhydrous THF (20 mL) was refluxed for 12 h. The solvent and the excess of methyl iodide were removed by distillation under reduced pressure; the oil residue crystallized by adding CHCl3 (10 mL) and was purified by recrystallization with absolute ethanol to give 8a (2.17 g, 72%) as a white solid; mp 208-209° C. 1H NMR: δ 2.51 (s, 3H, CH3), 4.27-4.50 (m, 2H, CH2N), 5.04-5.18 (m, 1H, CHO), 5.68 (d, 1H, OH, disappears with D2O...